This data is from the Open Reaction Database (ORD), a public repository of structured organic reaction records. The task is: describe an organic reaction: reactants, conditions, products, and yield Starting materials: CC1=CC(=NN1)C(=O)O (5-methyl-1H-pyrazole-3-carboxylic acid), CCN=C=NCCCN(C)C.Cl (EDCl), C=1C=CC2=C(C1)N=NN2O (HOBT), ON=C(N)C1=CC=C(C=C1)OC(F)(F)F (N′-hydroxy-4-(trifluoromethoxy)benzenecarboximidamide). Solvent: O (water), CN(C)C=O (DMF). Run at time 2 hour. The product is CC1=CC(=NN1)C1=NC(=NO1)C1=CC=C(C=C1)OC(F)(F)F (5-(5-Methyl-1H-pyrazol-3-yl)-3-[4-(trifluoromethoxy)phenyl]-1,2,4-oxadiazole). RXN SMILES: [CH3:1][C:2]1[NH:6][N:5]=[C:4]([C:7]([OH:9])=O)[CH:3]=1.CCN=C=NCCCN(C)C.Cl.C1C=CC2N(O)N=NC=2C=1.O[N:33]=[C:34]([C:36]1[CH:41]=[CH:40][C:39]([O:42][C:43]([F:46])([F:45])[F:44])=[CH:38][CH:37]=1)[NH2:35]>CN(C=O)C.O>[CH3:1][C:2]1[NH:6][N:5]=[C:4]([C:7]2[O:9][N:35]=[C:34]([C:36]3[CH:37]=[CH:38][C:39]([O:42][C:43]([F:44])([F:45])[F:46])=[CH:40][CH:41]=3)[N:33]=2)[CH:3]=1 |f:1.2|. Procedure: To a mechanically stirred solution of 5-methyl-1H-pyrazole-3-carboxylic acid (15.3 g, 0.121 mol) in dry DMF (600 mL) was added EDCl (23.3 g, 0.121 mol), HOBT (16.4 g, 0.121 mol) and N′-hydroxy-4-(trifluoromethoxy)benzenecarboximidamide (26.7 g, 0.121 mol). The mixture was stirred at rt for 2 h, and then warmed to 140° C. and stirred for further 5 h. After being cooled to rt, the mixture was diluted with water (2 L) and extracted with ethyl acetate. The reactants are BrC=1C=CC=2N(C1)C(=NN2)C2=NC1=C(C=CC=C1C=C2)O[Si](C)(C)C(C)(C)C (2-(6-Bromo-[1,2,4]triazolo[4,3-a]pyridin-3-yl)-8-(tert-butyldimethylsilyloxy)quinoline), [O-]P(=O)([O-])[O-].[K+].[K+].[K+] (K3PO4), C1(CC1)B(O)O (cyclopropylboronic acid), P(C1CCCCC1)(C1CCCCC1)C1CCCCC1 (P(Cy)3). Reagents/catalysts: CC(=O)[O-].CC(=O)[O-].[Pd+2] (Pd(OAc)2). Run in C1(=CC=CC=C1)C (toluene), O (H2O), C1(=CC=CC=C1)C (toluene). Run at time 3 hour. Yields the product [Si](C)(C)(C(C)(C)C)OC=1C=CC=C2C=CC(=NC12)C1=NN=C2N1C=C(C=C2)C2CC2 (8-(tert-butyldimethylsilyloxy)-2-(6-cyclopropyl-[1,2,4]triazolo[4,3-a]pyridin-3-yl)quinoline). Yield: 34.7%. As a reaction SMILES: Br[C:2]1[CH:3]=[CH:4][C:5]2[N:6]([C:8]([C:11]3[CH:20]=[CH:19][C:18]4[C:13](=[C:14]([O:21][Si:22]([C:25]([CH3:28])([CH3:27])[CH3:26])([CH3:24])[CH3:23])[CH:15]=[CH:16][CH:17]=4)[N:12]=3)=[N:9][N:10]=2)[CH:7]=1.[CH:29]1(B(O)O)[CH2:31][CH2:30]1.P(C1CCCCC1)(C1CCCCC1)C1CCCCC1.[O-]P([O-])([O-])=O.[K+].[K+].[K+]>C1(C)C=CC=CC=1.CC([O-])=O.CC([O-])=O.[Pd+2].O>[Si:22]([O:21][C:14]1[CH:15]=[CH:16][CH:17]=[C:18]2[C:13]=1[N:12]=[C:11]([C:8]1[N:6]3[CH:7]=[C:2]([CH:29]4[CH2:31][CH2:30]4)[CH:3]=[CH:4][C:5]3=[N:10][N:9]=1)[CH:20]=[CH:19]2)([C:25]([CH3:28])([CH3:27])[CH3:26])([CH3:24])[CH3:23] |f:3.4.5.6,8.9.10|. Reported procedure: 2-(6-Bromo-[1,2,4]triazolo[4,3-a]pyridin-3-yl)-8-(tert-butyldimethylsilyloxy)quinoline (0.500 g, 1.10 mmol), cyclopropylboronic acid (0.123 g, 1.43 mmol), Pd(OAc)2 (0.012 g, 0.0549 mmol), P(Cy)3 (0.031 g, 0.110 mmol), and K3PO4 (0.699 g, 3.29 mmol) were combined with 5.5 mL toluene and 0.55 mL H2O (both degassed with nitrogen 30 minutes prior to use). The mixture was sonicated and put on a 100° C. reaction block and stirred for 3 hours. The reaction mixture was cooled to ambient temperature, dil... The reactants are C(CS)S (ethane-1,2-dithiol), COC(C1=CC(C(=O)N(CCC)C)=CC(=C1)C(=O)C=1OC=CC1)=O (5-(furan-2-carbonyl)-N-methyl-N-propyl-isophthalamic acid methyl ester), B(F)(F)F.CCCCOCCCC (boron trifluoride dibutyl etherate). The solvent is ClCCl (dichloromethane), ClCCl (dichloromethane). Conditions: temperature 0 celsius, time 8 hour. The product is COC(C1=CC(C(=O)N(CCC)C)=CC(=C1)C1(SCCS1)C=1OC=CC1)=O (5-(2-Furan-2-yl-[1,3]dithiolan-2-yl)-N-methyl-N-propyl-isophthalamic acid methyl ester). The yield is 38.0%. RXN SMILES: [CH3:1][O:2][C:3](=[O:24])[C:4]1[CH:16]=[C:15]([C:17]([C:19]2[O:20][CH:21]=[CH:22][CH:23]=2)=O)[CH:14]=[C:6]([C:7]([N:9]([CH3:13])[CH2:10][CH2:11][CH3:12])=[O:8])[CH:5]=1.[CH2:25]([SH:28])[CH2:26][SH:27].B(F)(F)F.CCCCOCCCC>ClCCl>[CH3:1][O:2][C:3](=[O:24])[C:4]1[CH:16]=[C:15]([C:17]2([C:19]3[O:20][CH:21]=[CH:22][CH:23]=3)[S:28][CH2:25][CH2:26][S:27]2)[CH:14]=[C:6]([C:7]([N:9]([CH3:13])[CH2:10][CH2:11][CH3:12])=[O:8])[CH:5]=1 |f:2.3|. Procedure: Dissolve 5-(furan-2-carbonyl)-N-methyl-N-propyl-isophthalamic acid methyl ester (290 mg, 0.88 mmol) in dichloromethane (2 mL). Cool to 0° C., add a solution of ethane-1,2-dithiol (0.22 mL, 2.2 mmol) and then add a solution of boron trifluoride dibutyl etherate (0.66 mL, 5.2 mmol) in dichloromethane (5 mL). Warm the mixture to room temperature and stir overnight. Quench with water and dilute with dichloromethane. Wash the organic layer by saturated aqueous sodium chloride, dry (magnesium sulfate)... Starting materials: C=CCc1cccc(N)c1, O=C(Cl)CCCl, c1ccccc1. Yields the product C=CCc1cccc(NC(=O)CCCl)c1. RXN SMILES: [CH2:1]([CH:2]=[CH2:3])[c:4]1[cH:5][c:6]([NH2:7])[cH:8][cH:9][cH:10]1.[Cl:11][CH2:12][CH2:13][C:14](=[O:15])[Cl:16].[cH:17]1[cH:18][cH:19][cH:20][cH:21][cH:22]1>>[CH2:1]([CH:2]=[CH2:3])[c:4]1[cH:5][c:6]([NH:7][C:14]([CH2:13][CH2:12][Cl:11])=[O:15])[cH:8][cH:9][cH:10]1. The reactants are C(C)(C)(C)ONC(=O)C1=CC=C2C(=CC(NC2=C1)(C)C)C (7-tert-butyloxycarbamoyl-1,2-dihydro-2,2,4-trimethylquinoline). Reagents/catalysts: [Pd] (Pd). Solvent: C(C)(=O)OCC.C(C)O (ethyl acetate ethanol). Conditions: time 4 hour. Yields the product C(C)(C)(C)ONC(=O)C1=CC=C2C(CC(NC2=C1)(C)C)C (7-tert-butyloxycarbamoyl-1,2,3,4-tetrahydro-2,2,4-trimethylquinoline). Isolated yield 100.3%. As a reaction SMILES: [C:1]([O:5][NH:6][C:7]([C:9]1[CH:18]=[C:17]2[C:12]([C:13]([CH3:21])=[CH:14][C:15]([CH3:20])([CH3:19])[NH:16]2)=[CH:11][CH:10]=1)=[O:8])([CH3:4])([CH3:3])[CH3:2]>[Pd].C(OCC)(=O)C.C(O)C>[C:1]([O:5][NH:6][C:7]([C:9]1[CH:18]=[C:17]2[C:12]([CH:13]([CH3:21])[CH2:14][C:15]([CH3:20])([CH3:19])[NH:16]2)=[CH:11][CH:10]=1)=[O:8])([CH3:4])([CH3:2])[CH3:3] |f:2.3|. Reported procedure: To an oven-dried 100 mL round-bottomed flask containing 7-tert-butyloxycarbamoyl-1,2-dihydro-2,2,4-trimethylquinoline (EXAMPLE 147) (200 mg, 0.69 mmol) in 50 mL 2:1 ethyl acetate/ethanol at rt was added 10% Pd on C (approx 1 mol %), and the mixture was stirred under an atmosphere of H2 for 4 h. The reaction mixture was then filtered, and concentrated under diminished pressure to give 201 mg (quant) of 7-tert-butyloxycarbamoyl-1,2,3,4-tetrahydro-2,2,4-trimethylquinoline as a white oily solid. Dat... Reactants: NC=1C(=NC=C(C1)CC1=CC=C(C=C1)F)C(=O)OCC (ethyl 3-amino-5-[(4-fluorophenyl)methyl]-2-pyridinecarboxylate), O=S1(N(CCC1)CC=O)=O ((1,1-dioxido-2-isothiazolidinyl)acetaldehyde). Yields the product O=S1(N(CCC1)CCNC=1C(=NC=C(C1)CC1=CC=C(C=C1)F)C(=O)OCC)=O (Ethyl 3-{[2-(1,1-dioxido-2-isothiazolidinyl)ethyl]amino}-5-[(4-fluorophenyl)methyl]-2-pyridinecarboxylate). Reaction SMILES: [NH2:1][C:2]1[C:3]([C:16]([O:18][CH2:19][CH3:20])=[O:17])=[N:4][CH:5]=[C:6]([CH2:8][C:9]2[CH:14]=[CH:13][C:12]([F:15])=[CH:11][CH:10]=2)[CH:7]=1.[O:21]=[S:22]1(=[O:30])[CH2:26][CH2:25][CH2:24][N:23]1[CH2:27][CH:28]=O>>[O:21]=[S:22]1(=[O:30])[CH2:26][CH2:25][CH2:24][N:23]1[CH2:27][CH2:28][NH:1][C:2]1[C:3]([C:16]([O:18][CH2:19][CH3:20])=[O:17])=[N:4][CH:5]=[C:6]([CH2:8][C:9]2[CH:10]=[CH:11][C:12]([F:15])=[CH:13][CH:14]=2)[CH:7]=1. Procedure details: This compound was prepared from ethyl 3-amino-5-[(4-fluorophenyl)methyl]-2-pyridinecarboxylate and (1,1-dioxido-2-isothiazolidinyl)acetaldehyde employing methods similar to those described in Example 265 and was obtained as a brownish oil. 1H NMR (400 MHz, CDCl3) δ 7.92 (s, 1 H), 7.89 (br, 1 H), 7.14 (dd, J=8.4, 5.4 Hz, 2 H), 6.98 (t, J=8.6 Hz, 2 H), 6.92 (s, 1 H), 4.41 (q, J=7.2 Hz, 2 H), 3.91 (s, 2 H), 3.41 (m, 2 H), 3.29-3.24 (m, 4 H), 3.13 (t, J=7.7 Hz, 2 H), 2.31 (m, 2 H), 1.41 (t, J=7.0 Hz... The reactants are FF (fluorine), FC(C(=O)[O-])(C(C(C(C(C(C(F)(F)F)(F)F)(F)F)(F)F)(F)F)(F)F)F.[K+] (Potassium perfluorooctanoate), O (water), hydrate. The solvent is FC1(OC(C(C1(F)F)(F)F)(F)F)C(C(C(C(F)(F)F)(F)F)(F)F)(F)F (perfluoro-2-butyltetrahydrofuran). Yields the product O.FC(C(=O)[O-])(C(C(C(C(C(C(F)(F)F)(F)F)(F)F)(F)F)(F)F)(F)F)F.[K+] (Potassium Perfluorooctanoate Hydrate). RXN SMILES: [F:1][C:2]([F:25])([C:6]([F:24])([F:23])[C:7]([F:22])([F:21])[C:8]([F:20])([F:19])[C:9]([F:18])([F:17])[C:10]([F:16])([F:15])[C:11]([F:14])([F:13])[F:12])[C:3]([O-:5])=[O:4].[K+:26].O.FF>FC1(C(F)(F)C(F)(F)C(F)(F)C(F)(F)F)C(F)(F)C(F)(F)C(F)(F)O1>[OH2:4].[F:1][C:2]([F:25])([C:6]([F:23])([F:24])[C:7]([F:21])([F:22])[C:8]([F:19])([F:20])[C:9]([F:17])([F:18])[C:10]([F:15])([F:16])[C:11]([F:14])([F:13])[F:12])[C:3]([O-:5])=[O:4].[K+:26] |f:0.1,5.6.7|. Procedure: Potassium perfluorooctanoate (6 g) was stored in a desiccator over water for 3 days. After this period, the increased weight of the salt indicated the formation of the 1.0-1.5 hydrate. The hydrated salt was fluorinated in perfluoro-2-butyltetrahydrofuran with 1% fluorine in nitrogen until a solution containing 2.5 to 3 meq/l of fluoroxy compounds was formed.